Task: describe an organic reaction: reactants, conditions, products, and yield. Dataset: the Open Reaction Database (ORD), a public repository of structured organic reaction records Reactants: I(=O)(=O)(=O)[O-].[Na+] (sodium periodate), O (water), ClC=1C=C(C=CC1Cl)[C@@H](CN1CCSC2=C(C1=O)C1=CC=CC=C1C=C2C#N)CC=C (2-[(2S)-2-(3,4-dichlorophenyl)pent-4-enyl]-1-oxo-1,2,3,4-tetrahydronaphtho[1,2-f][1,4]thiazepine-6-carbonitrile), C1CCOC1.O (THF water). Reagents/catalysts: [Os](=O)(=O)(=O)=O (osmium tetroxide). Yields the product Intermediate 78b, ClC=1C=C(C=CC1Cl)[C@@H](CN1CC[S@](C2=C(C1=O)C1=CC=CC=C1C=C2C#N)=O)CC=O ((5R)-2-[(2S)-2-(3,4-dichlorophenyl)4-oxobutyl]-1-oxo-1,2,3,4-tetrahydronaphtho[1,2-f][1,4]thiazepine-6-carbonitrile 5-oxide). RXN SMILES: [Cl:1][C:2]1[CH:3]=[C:4]([C@H:9]([CH2:29][CH:30]=C)[CH2:10][N:11]2[C:17](=[O:18])[C:16]3[C:19]4[C:24]([CH:25]=[C:26]([C:27]#[N:28])[C:15]=3[S:14][CH2:13][CH2:12]2)=[CH:23][CH:22]=[CH:21][CH:20]=4)[CH:5]=[CH:6][C:7]=1[Cl:8].C1COCC1.[OH2:37].I([O-])(=O)(=O)=O.[Na+].[OH2:44]>[Os](=O)(=O)(=O)=O>[Cl:1][C:2]1[CH:3]=[C:4]([C@H:9]([CH2:29][CH:30]=[O:44])[CH2:10][N:11]2[C:17](=[O:18])[C:16]3[C:19]4[C:24]([CH:25]=[C:26]([C:27]#[N:28])[C:15]=3[S@:14](=[O:37])[CH2:13][CH2:12]2)=[CH:23][CH:22]=[CH:21][CH:20]=4)[CH:5]=[CH:6][C:7]=1[Cl:8] |f:1.2,3.4|. Procedure details: To a solution of 2-[(2S)-2-(3,4-dichlorophenyl)pent-4-enyl]-1-oxo-1,2,3,4-tetrahydronaphtho[1,2-f][1,4]thiazepine-6-carbonitrile (Example 1, 225 mg, 0.50 mmol) in 3:1 THF/water (10 mL) under nitrogen at 0° C. was added osmium tetroxide (4% in water, 32.5 μL, 0.01 mmol) followed in 10 min by portion wise addition of sodium periodate over 5 min. The reaction mixture was allowed to warm to ambient temperature over 3 h and clarified by the addition of water. The products were extracted into ether an... Isolated yield 75.7%. Reactants: C(C)(=O)C=1C(NC2=C(C=C(C(=C2C1C)OS(=O)(=O)O)Cl)C(F)(F)F)=O (3-Acetyl-6-chloro-8-trifluoromethyl-4-methylsulfoxy-2-quinolinone), C(C)N (ethylamine). RXN SMILES: [C:1]([C:4]1[C:5](=[O:25])[NH:6][C:7]2[C:12]([C:13]=1C)=[C:11](OS(O)(=O)=O)[C:10]([Cl:20])=[CH:9][C:8]=2[C:21]([F:24])([F:23])[F:22])(=[O:3])[CH3:2].[CH2:26]([NH2:28])[CH3:27]>>[C:1]([C:4]1[C:5](=[O:25])[NH:6][C:7]2[C:12]([C:13]=1[NH:28][CH2:26][CH3:27])=[CH:11][C:10]([Cl:20])=[CH:9][C:8]=2[C:21]([F:24])([F:22])[F:23])(=[O:3])[CH3:2]. Reported procedure: 3-Acetyl-6-chloro-8-trifluoromethyl-4-methylsulfoxy-2-quinolinone (3.5g, 0.01 mol) and ethylamine(70 wt % solution; 0.65g, 0.01 mol) were used, but the reaction was carried out as the above process of example 37 to obtain the desired product (2.52g, yield: 76%). Yields the product C(C)(=O)C=1C(NC2=C(C=C(C=C2C1NCC)Cl)C(F)(F)F)=O (3-Acetyl-6-chloro-8-trifluoromethyl-4-ethylamino-2-quinolinone). The reactants are CC(C)(CCC=O)[N+](=O)[O-], CC#N, [Na+], [Na+], O=C([O-])[O-], O=C1CNC(=O)N1. The product is CC(C)(CCC=C1NC(=O)NC1=O)[N+](=O)[O-]. As a reaction SMILES: [CH3:1][C:2]([CH2:3][CH2:4][CH:5]=[O:6])([CH3:7])[N+:8](=[O:9])[O-:10].[CH3:24][C:25]#[N:26].[Na+:18].[Na+:19].[O-:20][C:21](=[O:22])[O-:23].[O:11]=[C:12]1[CH2:13][NH:14][C:15](=[O:16])[NH:17]1>>[CH3:1][C:2]([CH2:3][CH2:4][CH:5]=[C:13]1[C:12](=[O:11])[NH:17][C:15](=[O:16])[NH:14]1)([CH3:7])[N+:8](=[O:9])[O-:10]. Reaction SMILES: [CH2:1](Cl)[C:2]1[CH:7]=[CH:6][CH:5]=[CH:4][CH:3]=1.[I:9][C:10]1[C:11]([OH:20])=[C:12]([O:18][CH3:19])[CH:13]=[C:14]([CH:17]=1)[CH:15]=[O:16].C(=O)([O-])[O-].[K+].[K+].CCCCCC.C(OCC)(=O)C>CN(C=O)C>[I:9][C:10]1[CH:17]=[C:14]([CH:13]=[C:12]([O:18][CH3:19])[C:11]=1[O:20][CH2:1][C:2]1[CH:7]=[CH:6][CH:5]=[CH:4][CH:3]=1)[CH:15]=[O:16] |f:2.3.4,5.6|. Solvent: CN(C)C=O (DMF). Yields the product IC=1C=C(C=O)C=C(C1OCC1=CC=CC=C1)OC (3-Iodo-4-benzyloxy-5-methoxybenzaldehyde). Procedure details: Benzyl chloride (30 g, 0.24 mol) was added to a solution of 5-iodovanillin (60 g, 0.216 mol) in DMF (250 mL) containing potassium carbonate (50 g). The mixture was stirred at 80° C. for 1.5 h or until TLC (hexane-ethyl acetate; 4:1, v/v; Rf 0.5) showed the reaction to be complete. The mixture was then cooled and the solvent was decanted into ice-water (1 L). The product was extracted with ethyl ether and the ethereal layer was washed with water, dried, and evaporated in vacuo to an oil, which so... Reactants: CCCCCC.C(C)(=O)OCC (hexane ethyl acetate), C(C1=CC=CC=C1)Cl (Benzyl chloride), IC=1C(=C(C=C(C=O)C1)OC)O (5-iodovanillin), C([O-])([O-])=O.[K+].[K+] (potassium carbonate). The reactants are CO, CCOC(=O)c1cc2c(C(=O)Cc3c(Cl)cncc3Cl)ccc(OC)c2o1, Cl, [Na+], [OH-]. Product: COc1ccc(C(=O)Cc2c(Cl)cncc2Cl)c2cc(C(=O)O)oc12. RXN SMILES: [CH3:31][OH:32].[Cl:1][c:2]1[cH:3][n:4][cH:5][c:6]([Cl:27])[c:7]1[CH2:8][C:9](=[O:10])[c:11]1[cH:12][cH:13][c:14]([O:25][CH3:26])[c:15]2[c:16]1[cH:17][c:18]([C:20](=[O:21])[O:22][CH2:23][CH3:24])[o:19]2.[ClH:30].[Na+:29].[OH-:28]>>[Cl:1][c:2]1[cH:3][n:4][cH:5][c:6]([Cl:27])[c:7]1[CH2:8][C:9](=[O:10])[c:11]1[cH:12][cH:13][c:14]([O:25][CH3:26])[c:15]2[c:16]1[cH:17][c:18]([C:20](=[O:21])[OH:22])[o:19]2. Reactants: C([C@@H]1[C@H]([C@@H]([C@H]([C@H](O1)O[C@]2([C@H]([C@@H]([C@H](O2)COS(=O)(=O)O)OS(=O)(=O)O)OS(=O)(=O)O)COS(=O)(=O)O)OS(=O)(=O)O)OS(=O)(=O)O)OS(=O)(=O)O)OS(=O)(=O)O (sucrose octasulfate), [OH-].[K+] (potassium hydroxide). Product: C([C@@H]1[C@H]([C@@H]([C@H]([C@H](O1)O[C@]2([C@H]([C@@H]([C@H](O2)COS(=O)(=O)[O-])OS(=O)(=O)[O-])OS(=O)(=O)[O-])COS(=O)(=O)[O-])OS(=O)(=O)[O-])OS(=O)(=O)[O-])OS(=O)(=O)[O-])OS(=O)(=O)[O-].[K+].[K+].[K+].[K+].[K+].[K+].[K+].[K+] (Potassium sucrose octasulfate). RXN SMILES: [CH2:1]([O:51][S:52]([OH:55])(=[O:54])=[O:53])[C@H:2]1[O:7][C@H:6]([O:8][C@:9]2([CH2:30][O:31][S:32]([OH:35])(=[O:34])=[O:33])[O:13][C@H:12]([CH2:14][O:15][S:16]([OH:19])(=[O:18])=[O:17])[C@@H:11]([O:20][S:21]([OH:24])(=[O:23])=[O:22])[C@@H:10]2[O:25][S:26]([OH:29])(=[O:28])=[O:27])[C@H:5]([O:36][S:37]([OH:40])(=[O:39])=[O:38])[C@@H:4]([O:41][S:42]([OH:45])(=[O:44])=[O:43])[C@@H:3]1[O:46][S:47]([OH:50])(=[O:49])=[O:48].[OH-].[K+:57]>>[CH2:1]([O:51][S:52]([O-:55])(=[O:53])=[O:54])[C@H:2]1[O:7][C@H:6]([O:8][C@:9]2([CH2:30][O:31][S:32]([O-:35])(=[O:34])=[O:33])[O:13][C@H:12]([CH2:14][O:15][S:16]([O-:19])(=[O:17])=[O:18])[C@@H:11]([O:20][S:21]([O-:24])(=[O:23])=[O:22])[C@@H:10]2[O:25][S:26]([O-:29])(=[O:28])=[O:27])[C@H:5]([O:36][S:37]([O-:40])(=[O:38])=[O:39])[C@@H:4]([O:41][S:42]([O-:45])(=[O:44])=[O:43])[C@@H:3]1[O:46][S:47]([O-:50])(=[O:49])=[O:48].[K+:57].[K+:57].[K+:57].[K+:57].[K+:57].[K+:57].[K+:57].[K+:57] |f:1.2,3.4.5.6.7.8.9.10.11|. Reported procedure: One portion of sucrose octasulfate solution prepared as described in I above was adjusted with 10% w/w aqueous potassium hydroxide to pH=9 with stirring at room temperature. The solution was evaporated at 50° C. in vacuo to remove pyridine and water until 880 g were left. The warm solution was filtered, adjusted to pH=9.5, and the substance was precipitated with slow cooling to 5° C. The substance was filtered and washed with 300 ml of 1:1 ion-exchanged water/methanol and 300 ml of methanol. The...